This data is from the Open Reaction Database (ORD), a public repository of structured organic reaction records. The task is: describe an organic reaction: reactants, conditions, products, and yield Reactants: FC(OC=1C=C(C(=NC1)F)C1=NC(=NC(=N1)C)N(CC1=CC=C(C=C1)OC)CC1=CC=C(C=C1)OC)F (4-(5-(difluoromethoxy)-2-fluoropyridin-3-yl)-N,N-bis(4-methoxybenzyl)-6-methyl-1,3,5-triazin-2-amine), NC=1C=CC(=NC1)OC (5-amino-2-methoxypyridine), C[Si](C)(C)[N-][Si](C)(C)C.[Li+] (lithium bis(trimethylsilyl)amide), solution. The solvent is C1CCOC1 (THF). Run at temperature 0 celsius, time 1 hour. Yields the product FC(OC=1C=C(C(=NC1)NC=1C=NC(=CC1)OC)C1=NC(=NC(=N1)C)N(CC1=CC=C(C=C1)OC)CC1=CC=C(C=C1)OC)F (4-(5-(Difluoromethoxy)-2-(6-Methoxypyridin-3-Ylamino)Pyridin-3-yl)-N,N-Bis(4-Methoxybenzyl)-6-Methyl-1,3,5-Triazin-2-Amine). Isolated yield 60.6%. As a reaction SMILES: [F:1][CH:2]([F:37])[O:3][C:4]1[CH:5]=[C:6]([C:11]2[N:16]=[C:15]([CH3:17])[N:14]=[C:13]([N:18]([CH2:28][C:29]3[CH:34]=[CH:33][C:32]([O:35][CH3:36])=[CH:31][CH:30]=3)[CH2:19][C:20]3[CH:25]=[CH:24][C:23]([O:26][CH3:27])=[CH:22][CH:21]=3)[N:12]=2)[C:7](F)=[N:8][CH:9]=1.[NH2:38][C:39]1[CH:40]=[CH:41][C:42]([O:45][CH3:46])=[N:43][CH:44]=1.C[Si]([N-][Si](C)(C)C)(C)C.[Li+]>C1COCC1>[F:37][CH:2]([F:1])[O:3][C:4]1[CH:5]=[C:6]([C:11]2[N:16]=[C:15]([CH3:17])[N:14]=[C:13]([N:18]([CH2:19][C:20]3[CH:25]=[CH:24][C:23]([O:26][CH3:27])=[CH:22][CH:21]=3)[CH2:28][C:29]3[CH:34]=[CH:33][C:32]([O:35][CH3:36])=[CH:31][CH:30]=3)[N:12]=2)[C:7]([NH:38][C:39]2[CH:44]=[N:43][C:42]([O:45][CH3:46])=[CH:41][CH:40]=2)=[N:8][CH:9]=1 |f:2.3|. Reported procedure: A solution of 4-(5-(difluoromethoxy)-2-fluoropyridin-3-yl)-N,N-bis(4-methoxybenzyl)-6-methyl-1,3,5-triazin-2-amine (0.030 g, 0.059 mmol) and 5-amino-2-methoxypyridine (Aldrich) (8.06 μL, 0.065 mmol), in THF (1 mL) was cooled to 0° C. under N2 and treated with lithium bis(trimethylsilyl)amide, 1.0 M solution in tetrahydriofuran (Aldrich) (0.039 mL, 0.235 mmol). The dark red mixture was stirred at 0° C. for 1 h and then partitioned between EtOAc and sat. NH4Cl. The aqueous layer was extracted with... Starting materials: C(C)OC(=O)N1CCNCC1 (piperazine-1-carboxylic acid ethyl ester), [B-](F)(F)(F)F.CCOC(=O)C(=NOC(=[N+](C)C)N(C)C)C#N (TOTU), C(C1=CC=CC=C1)OCCCC[C@@H](C(=O)O)NC(=O)OCC1C2=CC=CC=C2C=2C=CC=CC12 ((S)-6-Benzyloxy-2-(9H-fluoren-9-ylmethoxycarbonylamino)-hexanoic acid), C(C)N1CCOCC1 (N-ethylmorpholine). The solvent is CN(C)C=O (DMF), C(C)(=O)OCC (ethyl acetate). Conditions: time 3 hour. Yields the product C(C)OC(=O)N1CCN(CC1)C([C@H](CCCCOCC1=CC=CC=C1)NC(=O)OCC1C2=CC=CC=C2C=2C=CC=CC12)=O ((S)-4-[6-Benzyloxy-2-(9H-fluoren-9-ylmethoxycarbonylamino)-hexanoyl]-piperazine-1-carboxylic acid ethyl ester). As a reaction SMILES: [CH2:1]([O:8][CH2:9][CH2:10][CH2:11][CH2:12][C@H:13]([NH:17][C:18]([O:20][CH2:21][CH:22]1[C:34]2[CH:33]=[CH:32][CH:31]=[CH:30][C:29]=2[C:28]2[C:23]1=[CH:24][CH:25]=[CH:26][CH:27]=2)=[O:19])[C:14](O)=[O:15])[C:2]1[CH:7]=[CH:6][CH:5]=[CH:4][CH:3]=1.[CH2:35]([O:37][C:38]([N:40]1[CH2:45][CH2:44][NH:43][CH2:42][CH2:41]1)=[O:39])[CH3:36].C(N1CCOCC1)C.[B-](F)(F)(F)F.CCOC(C(C#N)=NOC(N(C)C)=[N+](C)C)=O>CN(C=O)C.C(OCC)(=O)C>[CH2:35]([O:37][C:38]([N:40]1[CH2:41][CH2:42][N:43]([C:14](=[O:15])[C@@H:13]([NH:17][C:18]([O:20][CH2:21][CH:22]2[C:23]3[CH:24]=[CH:25][CH:26]=[CH:27][C:28]=3[C:29]3[C:34]2=[CH:33][CH:32]=[CH:31][CH:30]=3)=[O:19])[CH2:12][CH2:11][CH2:10][CH2:9][O:8][CH2:1][C:2]2[CH:7]=[CH:6][CH:5]=[CH:4][CH:3]=2)[CH2:44][CH2:45]1)=[O:39])[CH3:36] |f:3.4|. Reported procedure: To a solution of 500 mg (S)-6-Benzyloxy-2-(9H-fluoren-9-ylmethoxycarbonylamino)-hexanoic acid in 7 ml DMF were added at 0° C. 172 mg piperazine-1-carboxylic acid ethyl ester, 0.14 ml N-ethylmorpholine and 357 mg TOTU. After stirring for 3 h the solution was diluted with ethyl acetate and subsequently washed with aqueous LiCl (4%) and half-saturated aqueous NaHCO3. The crude product obtained after evaporation of the solvent was used without further purification. Yield: 663 mg.